From a dataset of the Open Reaction Database (ORD), a public repository of structured organic reaction records. describe an organic reaction: reactants, conditions, products, and yield Reactants: [Al+3], CCOC(=O)C(C)Oc1ccc2nc(CC)cc(OCc3ccc(-c4ccccc4-c4nnn(C(c5ccccc5)(c5ccccc5)c5ccccc5)n4)cc3)c2n1, C1CCOC1, [H-], [H-], [H-], [H-], [Li+], [Na+], [OH-], O. Yields the product CCOC(=O)COc1ccc2nc(CC)cc(OCc3ccc(-c4ccccc4-c4nnn(C(c5ccccc5)(c5ccccc5)c5ccccc5)n4)cc3)c2n1. RXN SMILES: [Al+3:60].[CH2:1]([CH3:2])[O:3][C:4](=[O:5])[CH:6]([CH3:7])[O:8][c:9]1[n:10][c:11]2[c:12]([O:21][CH2:22][c:23]3[cH:24][cH:25][c:26](-[c:29]4[c:30](-[c:35]5[n:36][n:37][n:38]([C:40]([c:41]6[cH:42][cH:43][cH:44][cH:45][cH:46]6)([c:47]6[cH:48][cH:49][cH:50][cH:51][cH:52]6)[c:53]6[cH:54][cH:55][cH:56][cH:57][cH:58]6)[n:39]5)[cH:31][cH:32][cH:33][cH:34]4)[cH:27][cH:28]3)[cH:13][c:14]([CH2:19][CH3:20])[n:15][c:16]2[cH:17][cH:18]1.[CH2:68]1[O:69][CH2:70][CH2:71][CH2:72]1.[H-:59].[H-:62].[H-:63].[H-:64].[Li+:61].[Na+:67].[OH-:66].[OH2:65]>>[CH2:1]([CH3:2])[O:3][C:4](=[O:5])[CH2:6][O:8][c:9]1[n:10][c:11]2[c:12]([O:21][CH2:22][c:23]3[cH:24][cH:25][c:26](-[c:29]4[c:30](-[c:35]5[n:36][n:37][n:38]([C:40]([c:41]6[cH:42][cH:43][cH:44][cH:45][cH:46]6)([c:47]6[cH:48][cH:49][cH:50][cH:51][cH:52]6)[c:53]6[cH:54][cH:55][cH:56][cH:57][cH:58]6)[n:39]5)[cH:31][cH:32][cH:33][cH:34]4)[cH:27][cH:28]3)[cH:13][c:14]([CH2:19][CH3:20])[n:15][c:16]2[cH:17][cH:18]1. The reactants are COC=1C(=C(CC2=CC(=C(C(=O)N3CCCCC3)C=C2)C=2C=NC=CC2)C(=C(C1OC)OC)OC)C (N-[4-(3,4,5,6-Tetramethoxy-2-methylbenzyl)-2-(3-pyridyl)benzoyl]piperidine), O=[N+]([O-])[O-].[O-][N+]([O-])=O.[O-][N+]([O-])=O.[O-][N+]([O-])=O.[O-][N+]([O-])=O.[O-][N+]([O-])=O.[Ce+4].[NH4+].[NH4+] (CAN). The solvent is O (water), C(C)#N (acetonitrile), O (water). Run at time 3 hour. The product is COC=1C(C(=C(C(C1OC)=O)CC1=CC(=C(C(=O)N2CCCCC2)C=C1)C=1C=NC=CC1)C)=O (N-[4-(5,6-Dimethoxy-3-methyl-1,4-benzoquinon-2-yl)methyl-2-(3-pyridyl)benzoyl]piperidine). Yield: 39.6%. As a reaction SMILES: C[O:2][C:3]1[C:4]([CH3:36])=[C:5]([C:27]([O:34]C)=[C:28]([O:32][CH3:33])[C:29]=1[O:30][CH3:31])[CH2:6][C:7]1[CH:20]=[CH:19][C:10]([C:11]([N:13]2[CH2:18][CH2:17][CH2:16][CH2:15][CH2:14]2)=[O:12])=[C:9]([C:21]2[CH:22]=[N:23][CH:24]=[CH:25][CH:26]=2)[CH:8]=1.O=[N+]([O-])[O-].[O-][N+](=O)[O-].[O-][N+](=O)[O-].[O-][N+](=O)[O-].[O-][N+](=O)[O-].[O-][N+](=O)[O-].[Ce+4].[NH4+].[NH4+]>C(#N)C.O>[CH3:31][O:30][C:29]1[C:3](=[O:2])[C:4]([CH3:36])=[C:5]([CH2:6][C:7]2[CH:20]=[CH:19][C:10]([C:11]([N:13]3[CH2:18][CH2:17][CH2:16][CH2:15][CH2:14]3)=[O:12])=[C:9]([C:21]3[CH:22]=[N:23][CH:24]=[CH:25][CH:26]=3)[CH:8]=2)[C:27](=[O:34])[C:28]=1[O:32][CH3:33] |f:1.2.3.4.5.6.7.8.9|. Reported procedure: N-[4-(3,4,5,6-Tetramethoxy-2-methylbenzyl)-2-(3-pyridyl)benzoyl]piperidine (70 mg, 0.1428 mmol) was dissolved in a mixed solvent of acetonitrile (6 ml) and water (2 ml), then CAN (231 mg, 0.4293 mmol) was added thereto at room temperature and the mixture was stirred for 3 hours. The reaction solution was poured into water and extracted with ethyl acetate. The extract was washed with water and dried and the solvent was evaporated therefrom. The residue was purified by preparative thin layer chrom... The reactants are C=C(C[N+]1(C)CCCCC1)c1ccc2c(c1)CCCC2NC(=O)CC(NS(=O)(=O)c1cccc(C(F)(F)F)c1)c1ccccc1, O=C(O)C(F)(F)F. Yields the product C=C(CN1CCC1)c1ccc2c(c1)CCCC2NC(=O)CC(NS(=O)(=O)c1cccc(C(F)(F)F)c1)c1ccccc1. As a reaction SMILES: [CH3:1][N+:2]1([CH2:8][C:9](=[CH2:10])[c:11]2[cH:12][c:13]3[c:18]([cH:19][cH:20]2)[CH:17]([NH:21][C:22]([CH2:23][CH:24]([NH:25][S:26](=[O:27])(=[O:28])[c:29]2[cH:30][c:31]([C:35]([F:36])([F:37])[F:38])[cH:32][cH:33][cH:34]2)[c:39]2[cH:40][cH:41][cH:42][cH:43][cH:44]2)=[O:45])[CH2:16][CH2:15][CH2:14]3)[CH2:3][CH2:4][CH2:5][CH2:7][CH2:6]1.[F:46][C:47]([F:48])([F:49])[C:50]([OH:51])=[O:52]>>[N:2]1([CH2:8][C:9](=[CH2:10])[c:11]2[cH:12][c:13]3[c:18]([cH:19][cH:20]2)[CH:17]([NH:21][C:22]([CH2:23][CH:24]([NH:25][S:26](=[O:27])(=[O:28])[c:29]2[cH:30][c:31]([C:35]([F:36])([F:37])[F:38])[cH:32][cH:33][cH:34]2)[c:39]2[cH:40][cH:41][cH:42][cH:43][cH:44]2)=[O:45])[CH2:16][CH2:15][CH2:14]3)[CH2:3][CH2:4][CH2:5]1. Reactants: C[Si](C)(C)C=[N+]=[N-] (Trimethylsilyldiazomethane), BrC1=C(C=CC=C1)CC(=O)O ((2-bromo-phenyl)acetic acid), C(C)(=O)O (Acetic acid). Run in CO (methanol), C1(=CC=CC=C1)C (toluene). Conditions: time 5 minute. Yields the product COC(CC1=C(C=CC=C1)Br)=O ((2-bromo-phenyl)-acetic Acid Methyl Ester). The yield is 99.0%. As a reaction SMILES: C[Si](C=[N+]=[N-])(C)C.[Br:8][C:9]1[CH:14]=[CH:13][CH:12]=[CH:11][C:10]=1[CH2:15][C:16]([OH:18])=[O:17].[C:19](O)(=O)C>CO.C1(C)C=CC=CC=1>[CH3:19][O:17][C:16](=[O:18])[CH2:15][C:10]1[CH:11]=[CH:12][CH:13]=[CH:14][C:9]=1[Br:8]. Procedure: Trimethylsilyldiazomethane (2 M solution in diethyl ether, 0.349 mL, 0.698 mmol) was added to a solution of (2-bromo-phenyl)acetic acid (50 mg, 0.233 mmol) in methanol (0.4 mL) and toluene (2 mL), and the mixture was stirred at room temperature for five minutes. Acetic acid was added to the reaction mixture to terminate the reaction, and then the mixture was concentrated under reduced pressure to give the target compound as a colorless oil (53 mg, 99%). Starting materials: ClC1=CC=C(C=C1)C1CCNCC1 (4-(4-chlorophenyl)piperidine), CCN(C(C)C)C(C)C (Hünig's base), C(=O)(N1C=NC=C1)N1C=NC=C1 (Carbonyldiimidazole), NC1=CC=C(C=C1)O (4-aminophenol). Solvent: CN(C)C=O (DMF), CN(C)C=O (DMF), O (water). Run at time 10 minute. Yields the product OC1=CC=C(C=C1)NC(=O)N1CCC(CC1)C1=CC=C(C=C1)Cl (4-(4-Chlorophenyl)piperidine-1-carboxylic acid (4-hydroxyphenyl)amide). As a reaction SMILES: [C:1]([N:8]1[CH:12]=[CH:11]N=C1)([N:3]1[CH:7]=[CH:6]N=[CH:4]1)=[O:2].NC1C=[CH:18][C:17]([OH:20])=[CH:16][CH:15]=1.[Cl:21][C:22]1[CH:27]=[CH:26][C:25]([CH:28]2[CH2:33]CNCC2)=[CH:24][CH:23]=1.CCN(C(C)C)C(C)C>CN(C=O)C.O>[OH:20][C:17]1[CH:18]=[CH:11][C:12]([NH:8][C:1]([N:3]2[CH2:4][CH2:33][CH:28]([C:25]3[CH:24]=[CH:23][C:22]([Cl:21])=[CH:27][CH:26]=3)[CH2:6][CH2:7]2)=[O:2])=[CH:15][CH:16]=1. Procedure details: Carbonyldiimidazole (1.48 g) was added to a solution of 4-aminophenol (1.0 g) in DMF (10 ml) at 0° C. After 10 minutes, a mixture of 4-(4-chlorophenyl)piperidine (hydrochloride; 2.13 g), Hünig's base (1.18 g) and DMF (10 ml) was added. After two hours, the reaction mixture was diluted with water and extracted with ethyl acetate. The organic phase was washed with water, dried over magnesium sulfate, filtered and concentrated. The product with the molecular weight of 330.82 (C18H19ClN2O2); MS (ESI... The reactants are C(C)(C)(C)C1=CC=C(CC2NC(OC2C2=CC(=CC=C2)Cl)=O)C=C1 ((4RS,5SR)-4-(4-tert-butylbenzyl)-5-(3-chlorophenyl)-1,3-oxazolidin-2-one), [OH-].[Na+] (sodium hydroxide), O (water). Solvent: C(C)O (ethanol). Reaction conditions: temperature 80 celsius, time 8 hour. Yields the product NC(C(O)C1=CC(=CC=C1)Cl)CC1=CC=C(C=C1)C(C)(C)C ((1RS,2SR)-2-amino-3-(4-tert-butylphenyl)-1-(3-chlorophenyl)propan-1-ol). As a reaction SMILES: [C:1]([C:5]1[CH:24]=[CH:23][C:8]([CH2:9][CH:10]2[CH:14]([C:15]3[CH:20]=[CH:19][CH:18]=[C:17]([Cl:21])[CH:16]=3)[O:13]C(=O)[NH:11]2)=[CH:7][CH:6]=1)([CH3:4])([CH3:3])[CH3:2].[OH-].[Na+].O>C(O)C>[NH2:11][CH:10]([CH2:9][C:8]1[CH:7]=[CH:6][C:5]([C:1]([CH3:4])([CH3:3])[CH3:2])=[CH:24][CH:23]=1)[CH:14]([C:15]1[CH:20]=[CH:19][CH:18]=[C:17]([Cl:21])[CH:16]=1)[OH:13] |f:1.2|. Reported procedure: To a solution of (4RS,5SR)-4-(4-tert-butylbenzyl)-5-(3-chlorophenyl)-1,3-oxazolidin-2-one (9.50 g, 27.6 mmol) in ethanol (70 ml) was added 8N aqueous sodium hydroxide solution (17.3 ml, 138 mmol), and the mixture was stirred at 80° C. overnight. To the reaction solution was added water (20 ml) and the mixture was extracted with ethyl acetate (50 ml×2). The extract was washed with water and saturated brine, dried (anhydrous magnesium sulfate) and evaporated under reduced pressure to give the obje... Starting materials: FC(F)(F)CCCBr, O=C([O-])[O-], CN(C)C=O, CC#N, [K+], [K+], O=C1OC(CO)CN1c1coc2cc(O)ccc12. The product is O=C1OC(CO)CN1c1coc2cc(OCCCC(F)(F)F)ccc12. Reaction SMILES: [Br:19][CH2:20][CH2:21][CH2:22][C:23]([F:24])([F:25])[F:26].[C:27](=[O:28])([O-:29])[O-:30].[CH3:33][N:34]([CH3:35])[CH:36]=[O:37].[CH3:38][C:39]#[N:40].[K+:31].[K+:32].[OH:1][CH2:2][CH:3]1[CH2:4][N:5]([c:9]2[cH:10][o:11][c:12]3[c:13]2[cH:14][cH:15][c:16]([OH:18])[cH:17]3)[C:6](=[O:8])[O:7]1>>[OH:1][CH2:2][CH:3]1[CH2:4][N:5]([c:9]2[cH:10][o:11][c:12]3[c:13]2[cH:14][cH:15][c:16]([O:18][CH2:20][CH2:21][CH2:22][C:23]([F:24])([F:25])[F:26])[cH:17]3)[C:6](=[O:8])[O:7]1.